From a dataset of the Open Reaction Database (ORD), a public repository of structured organic reaction records. describe an organic reaction: reactants, conditions, products, and yield Starting materials: CC(C)=CCCC(C)=CCO, CC(S)C(=O)O, Cc1ccc(S(=O)(=O)O)cc1. The product is CC(C)=CCCC(C)=CCOC(=O)C(C)S. Reaction SMILES: [CH3:1][C:2]([CH3:3])=[CH:4][CH2:5][CH2:6][C:7]([CH3:8])=[CH:9][CH2:10][OH:11].[SH:12][CH:13]([C:14](=[O:15])[OH:16])[CH3:17].[c:18]1([CH3:19])[cH:20][cH:21][c:22]([S:23]([OH:24])(=[O:25])=[O:26])[cH:27][cH:28]1>>[CH3:1][C:2]([CH3:3])=[CH:4][CH2:5][CH2:6][C:7]([CH3:8])=[CH:9][CH2:10][O:11][C:14]([CH:13]([SH:12])[CH3:17])=[O:15].